From a dataset of the Open Reaction Database (ORD), a public repository of structured organic reaction records. describe an organic reaction: reactants, conditions, products, and yield Starting materials: C(C)(=O)OC1=CC=C(C=C)C=C1.C(C)(C)(C)OC1=CC=C(C=C)C=C1 (p-acetyloxystyrene p-tert-butoxystyrene), [OH-].C[N+](C)(C)C (tetramethylammonium hydroxide), C(C)(=O)O (acetic acid), ( 1 ), aqueous solution. The solvent is C(C)(C)O (isopropanol). Product: OC1=CC=C(C=C)C=C1.C(C)(C)(C)OC1=CC=C(C=C)C=C1 (p-hydroxystyrene p-tert-butoxystyrene). RXN SMILES: C([O:4][C:5]1[CH:12]=[CH:11][C:8]([CH:9]=[CH2:10])=[CH:7][CH:6]=1)(=O)C.[C:13]([O:17][C:18]1[CH:25]=[CH:24][C:21]([CH:22]=[CH2:23])=[CH:20][CH:19]=1)([CH3:16])([CH3:15])[CH3:14].[OH-].C[N+](C)(C)C.C(O)(=O)C>C(O)(C)C>[OH:4][C:5]1[CH:12]=[CH:11][C:8]([CH:9]=[CH2:10])=[CH:7][CH:6]=1.[C:13]([O:17][C:18]1[CH:19]=[CH:20][C:21]([CH:22]=[CH2:23])=[CH:24][CH:25]=1)([CH3:16])([CH3:14])[CH3:15] |f:0.1,2.3,6.7|. Procedure details: A mixture of 46.3 g of poly(p-acetyloxystyrene/p-tert-butoxystyrene) obtained according to (1) above and 100 ml of a 16% aqueous solution of tetramethylammonium hydroxide was refluxed with stirring in 300 ml of isopropanol for 4 hours. The reaction solution was neutralized with acetic acid and concentrated under reduced pressure, and the residue was dissolved in 150 ml of acetone and poured into 5,000 ml of water to cause crystallization. Precipitated crystals were filtered out, washed with wate... Reactants: Cl, O=N[O-], Nc1ccccc1CO, [Na+], O, c1ccncc1. Yields the product OCc1ccccc1-c1ccccn1. Reaction SMILES: [ClH:20].[N:10]([O-:11])=[O:12].[NH2:1][c:2]1[c:3]([CH2:4][OH:5])[cH:6][cH:7][cH:8][cH:9]1.[Na+:13].[OH2:21].[cH:14]1[cH:15][cH:16][n:17][cH:18][cH:19]1>>[c:2]1(-[c:16]2[cH:15][cH:14][cH:19][cH:18][n:17]2)[c:3]([CH2:4][OH:5])[cH:6][cH:7][cH:8][cH:9]1. As a reaction SMILES: OO.C(O[C:10]([C:12](F)(F)F)=[O:11])(C(F)(F)F)=O.[O-:16][N+:17]1[C:22]2[CH:23]=[C:24]3[C:28](=[CH:29][C:21]=2[N:20]=C(NCCCN2CCC(C#N)C2)N=1)[CH2:27][CH2:26][CH2:25]3.C(O)(C(F)(F)F)=[O:42]>C(Cl)Cl.N>[N+:17]([C:22]1[CH:23]=[C:24]2[C:28]([CH2:27][CH2:26][CH2:25]2)=[CH:29][C:21]=1[NH:20][C:10](=[O:11])[CH3:12])([O-:16])=[O:42]. Starting materials: OO (H2O2), C(=O)(C(F)(F)F)OC(=O)C(F)(F)F (TFAA), [O-][N+]1=NC(=NC2=C1C=C1CCCC1=C2)NCCCN2CC(CC2)C#N (1-{3-[(1-Oxido-7,8-dihydro-6H-indeno[5,6-e][1,2,4]triazin-3-yl)amino]propyl}-3-pyrrolidinecarbonitrile), C(=O)(C(F)(F)F)O (TFA). Reported procedure: H2O2 (70%, 0.67 mL, ca. 13.3 mmol) was added dropwise to a stirred solution of TFAA (1.9 mL, 13.3 mmol) in DCM (20 mL) at 0° C. The solution was stirred at 0° C. for 5 min, warmed to 20° C. for 10 min, then cooled to 0° C. and added to a stirred solution of 1-oxide 56 (449 mg, 1.3 mmol) and TFA (0.51 mL, 6.6 mmol) in DCM (20 mL) at 0° C. The solution was stirred at 20° C. for 8 h, diluted with dilute aqueous NH3 solution (10 mL) and extracted with DCM (4×50 mL). The combined organic fraction was... Conditions: temperature 0 celsius, time 5 minute. Yields the product [N+](=O)([O-])C1=C(C=C2CCCC2=C1)NC(C)=O (N-(6-nitro-2,3-dihydro-1H-inden-5-yl)acetamide). Run in N (NH3), C(Cl)Cl (DCM), C(Cl)Cl (DCM).